From a dataset of the Open Reaction Database (ORD), a public repository of structured organic reaction records. describe an organic reaction: reactants, conditions, products, and yield Reactants: FC1=NC(=C2N=CN(C2=N1)C(C)C)NCC=1C=NC=CC1 ((2-fluoro-9-isopropyl-9H-purin-6-yl)-pyridin-3-ylmethyl-amine), CCN(C(C)C)C(C)C (DIEA), N[C@@H]([C@H](C)O)CC ((2S,3R)-3-amino-pentan-2-ol). Solvent: CCCCO.CS(=O)C (n-BuOH DMSO). Reaction conditions: time 72 hour. Yields the product C(C)(C)N1C2=NC(=NC(=C2N=C1)NCC=1C=NC=CC1)N[C@@H]([C@H](C)O)CC ((2S3R)-3-{9-Isopropyl-6-[(pyridin-3-ylmethyl)-amino]-9H-purin-2-ylamino}-pentan-2-ol). RXN SMILES: F[C:2]1[N:10]=[C:9]2[C:5]([N:6]=[CH:7][N:8]2[CH:11]([CH3:13])[CH3:12])=[C:4]([NH:14][CH2:15][C:16]2[CH:17]=[N:18][CH:19]=[CH:20][CH:21]=2)[N:3]=1.CCN(C(C)C)C(C)C.[NH2:31][C@H:32]([CH2:36][CH3:37])[C@@H:33]([OH:35])[CH3:34]>CCCCO.CS(C)=O>[CH:11]([N:8]1[CH:7]=[N:6][C:5]2[C:9]1=[N:10][C:2]([NH:31][C@H:32]([CH2:36][CH3:37])[C@@H:33]([OH:35])[CH3:34])=[N:3][C:4]=2[NH:14][CH2:15][C:16]1[CH:17]=[N:18][CH:19]=[CH:20][CH:21]=1)([CH3:13])[CH3:12] |f:3.4|. Procedure details: To a stirred solution of (2-fluoro-9-isopropyl-9H-purin-6-yl)-pyridin-3-ylmethyl-amine (30 mg, 1 eq, 0.10 mmol) in n-BuOH/DMSO (2.5 mL, 4:1) at room temperature under an argon atmosphere was added DIEA (0.2 mL, 10.96 eq, 1.14 mmol) followed by (2S,3R)-3-amino-pentan-2-ol (60 mg, 5.5 eq, 0.58 mmol). The reaction mixture was placed in a preheated oil bath at 160° C. and stirred at this temperature for 72 h. The reaction mixture was allowed to cool to room temperature and the solvent was evaporated... The reactants are CCn1c(=O)[nH]c2no[n+]([O-])c2c1=O, Cl, [LiH], CN(C)C=O, ClCc1cccnc1. Yields the product CCn1c(=O)c2c(no[n+]2[O-])n(Cc2cccnc2)c1=O. As a reaction SMILES: [CH2:2]([CH3:3])[n:4]1[c:5](=[O:15])[nH:6][c:7]2[c:8]([c:9]1=[O:10])[n+:11]([O-:14])[o:12][n:13]2.[ClH:16].[LiH:1].[O:25]=[CH:26][N:27]([CH3:28])[CH3:29].[cH:17]1[c:18]([CH2:23][Cl:24])[cH:19][cH:20][cH:21][n:22]1>>[CH2:2]([CH3:3])[n:4]1[c:5](=[O:15])[n:6]([CH2:23][c:18]2[cH:17][n:22][cH:21][cH:20][cH:19]2)[c:7]2[c:8]([c:9]1=[O:10])[n+:11]([O-:14])[o:12][n:13]2. Yields the product FC(C1=NC2=CC=CC=C2C(=C1)C(=O)O)(F)F (2-trifluoromethyl cinchoninic acid). The reactants are CC1=NC2=CC=CC=C2C(=C1)C(=O)O (2-Methylcinchoninic acid), N1C(=O)C(=O)C2=CC=CC=C12 (isatin), FC(C(=O)C)(F)F (1,1,1-trifluoroacetone), N1C(=O)C(=O)C2=CC=CC=C12 (isatin), CC(=O)C (acetone). Solvent: [OH-].[K+] (potassium hydroxide). Reported procedure: 2-Methylcinchoninic acid has been prepared, as disclosed in Bull. Soc. Chem., France, 1956, 1294, by the reaction of isatin and acetone in 30 percent aqueous potassium hydroxide solution. However, it has been found that when isatin is reacted with 1,1,1-trifluoroacetone in an attempt to produce 2-trifluoromethyl cinchoninic acid in an analogous manner, the desired product cannot be obtained. As a reaction SMILES: CC1C=[C:10]([C:12]([OH:14])=[O:13])[C:9]2[C:4](=[CH:5][CH:6]=[CH:7][CH:8]=2)[N:3]=1.N1C2C(=CC=CC=2)C(=O)C1=O.CC(C)=O.[F:30][C:31]([F:36])([F:35])[C:32]([CH3:34])=O>[OH-].[K+]>[F:30][C:31]([F:36])([F:35])[C:32]1[CH:34]=[C:10]([C:12]([OH:14])=[O:13])[C:9]2[C:4](=[CH:5][CH:6]=[CH:7][CH:8]=2)[N:3]=1 |f:4.5|. Reactants: Cc1ccc(S(=O)(=O)Sc2cc(C)c(CO)cc2C(C)(C)C)cc1, O=C([O-])[O-], [K+], [K+], CN(C)C=O, CC(C)C1(CCc2nccs2)CC(O)=CC(=O)O1. Product: Cc1cc(SC2=C(O)CC(CCc3nccs3)(C(C)C)OC2=O)c(C(C)(C)C)cc1CO. Reaction SMILES: [C:19]([CH3:20])([CH3:21])([CH3:22])[c:23]1[c:24]([S:32][S:33]([c:34]2[cH:35][cH:36][c:37]([CH3:38])[cH:39][cH:40]2)(=[O:41])=[O:42])[cH:25][c:26]([CH3:31])[c:27]([CH2:29][OH:30])[cH:28]1.[C:43](=[O:44])([O-:45])[O-:46].[K+:47].[K+:48].[O:49]=[CH:50][N:51]([CH3:52])[CH3:53].[OH:1][C:2]1=[CH:3][C:4](=[O:18])[O:5][C:6]([CH2:8][CH2:9][c:10]2[s:11][cH:12][cH:13][n:14]2)([CH:15]([CH3:16])[CH3:17])[CH2:7]1>>[OH:1][C:2]1=[C:3]([S:32][c:24]2[c:23]([C:19]([CH3:20])([CH3:21])[CH3:22])[cH:28][c:27]([CH2:29][OH:30])[c:26]([CH3:31])[cH:25]2)[C:4](=[O:18])[O:5][C:6]([CH2:8][CH2:9][c:10]2[s:11][cH:12][cH:13][n:14]2)([CH:15]([CH3:16])[CH3:17])[CH2:7]1. Reactants: COC1=CC=C(C=C1)C1=CC(=NN1C1=CC=CC=C1)CCC=O (3-(5-(4-methoxyphenyl)-1-phenyl-1H-pyrazol-3-yl)propanal), [BH-](OC(=O)C)(OC(=O)C)OC(=O)C.[Na+] (NaBH(OAc)3), ClC1=CC=C(C=C1)N1CCNCC1 (1-(4-chlorophenyl)piperazine), CCN(C(C)C)C(C)C (DIPEA). Product: ClC1=CC=C(C=C1)N1CCN(CC1)CCCC1=NN(C(=C1)C1=CC=C(C=C1)OC)C1=CC=CC=C1 (1-(4-chlorophenyl)-4-(3-(5-(4-methoxyphenyl)-1-phenyl-1H-pyrazol-3-yl)propyl)piperazine). RXN SMILES: [CH3:1][O:2][C:3]1[CH:8]=[CH:7][C:6]([C:9]2[N:13]([C:14]3[CH:19]=[CH:18][CH:17]=[CH:16][CH:15]=3)[N:12]=[C:11]([CH2:20][CH2:21][CH:22]=O)[CH:10]=2)=[CH:5][CH:4]=1.[Cl:24][C:25]1[CH:30]=[CH:29][C:28]([N:31]2[CH2:36][CH2:35][NH:34][CH2:33][CH2:32]2)=[CH:27][CH:26]=1.CCN(C(C)C)C(C)C.[BH-](OC(C)=O)(OC(C)=O)OC(C)=O.[Na+]>>[Cl:24][C:25]1[CH:26]=[CH:27][C:28]([N:31]2[CH2:36][CH2:35][N:34]([CH2:22][CH2:21][CH2:20][C:11]3[CH:10]=[C:9]([C:6]4[CH:7]=[CH:8][C:3]([O:2][CH3:1])=[CH:4][CH:5]=4)[N:13]([C:14]4[CH:15]=[CH:16][CH:17]=[CH:18][CH:19]=4)[N:12]=3)[CH2:33][CH2:32]2)=[CH:29][CH:30]=1 |f:3.4|. Procedure details: 112 mg (82%) of target compound was obtained by using a method same as in Example 1 by using 3-(5-(4-methoxyphenyl)-1-phenyl-1H-pyrazol-3-yl)propanal (80 mg, 0.261 mmol), 1-(4-chlorophenyl)piperazine (70 mg, 0.261 mmol), DIPEA (0.068 mL, 0.392 mmol) and NaBH(OAc)3 (166 mg, 0.783 mmol).